From a dataset of the Open Reaction Database (ORD), a public repository of structured organic reaction records. describe an organic reaction: reactants, conditions, products, and yield Starting materials: FC(C1=CC=C(C=C1)S(=O)(=O)N1C2=C(OCC1)N=CC(=C2)C(=O)Cl)(F)F (1-(4-(trifluoromethyl)phenylsulfonyl)-2,3-dihydro-1H-pyrido[2,3-b][1,4]oxazine-7-carbonyl chloride), NCC(=O)C1=CC=CC=C1 (2-amino-1-phenylethanone), CCN(C(C)C)C(C)C (DIPEA). Run in C1CCOC1 (THF), CCOC(=O)C (EtOAc). Run at time 2 hour. The product is O=C(CNC(=O)C1=CC2=C(OCCN2S(=O)(=O)C2=CC=C(C=C2)C(F)(F)F)N=C1)C1=CC=CC=C1 (N-(2-oxo-2-phenylethyl)-1-(4-(trifluoromethyl)phenylsulfonyl)-2,3-dihydro-1H-pyrido[2,3-b][1,4]oxazine-7-carboxamide). Isolated yield 100.0%. As a reaction SMILES: [F:1][C:2]([F:26])([F:25])[C:3]1[CH:8]=[CH:7][C:6]([S:9]([N:12]2[CH2:17][CH2:16][O:15][C:14]3[N:18]=[CH:19][C:20]([C:22](Cl)=[O:23])=[CH:21][C:13]2=3)(=[O:11])=[O:10])=[CH:5][CH:4]=1.[NH2:27][CH2:28][C:29]([C:31]1[CH:36]=[CH:35][CH:34]=[CH:33][CH:32]=1)=[O:30].CCN(C(C)C)C(C)C>C1COCC1.CCOC(C)=O>[O:30]=[C:29]([C:31]1[CH:36]=[CH:35][CH:34]=[CH:33][CH:32]=1)[CH2:28][NH:27][C:22]([C:20]1[CH:19]=[N:18][C:14]2[O:15][CH2:16][CH2:17][N:12]([S:9]([C:6]3[CH:7]=[CH:8][C:3]([C:2]([F:26])([F:25])[F:1])=[CH:4][CH:5]=3)(=[O:11])=[O:10])[C:13]=2[CH:21]=1)=[O:23]. Procedure details: To a solution of 1-(4-(trifluoromethyl)phenylsulfonyl)-2,3-dihydro-1H-pyrido[2,3-b][1,4]oxazine-7-carbonyl chloride (100 mg, 0.246 mmol), in THF (5 mL) was added 2-amino-1-phenylethanone (34.9 mg, 0.258 mmol), and DIPEA (0.086 mL, 0.492 mmol). The reaction was stirred for 2 hours at room temperature. The reaction mixture was diluted with EtOAc (10 mL) and washed with saturated aqueous NaHCO3 (5 mL). The aqueous layer was back extracted with EtOAc (2×5 mL). Combined the organic layers were dried ... The reactants are [Cl-].[NH4+] (ammonium chloride), C(CCC)[Li] (n-butyllithium), BrC1=CSC=C1 (3-bromothiophene), S1C=C(C=C1)C=O (3-thiophenecarboxaldehyde). Run in C1CCOC1 (THF), C1CCOC1 (THF). Reaction conditions: time 30 minute. The product is S1C=C(C=C1)C(O)C1=CSC=C1 (1,1-di(3-thienyl)methanol). The yield is 98.8%. RXN SMILES: C([Li])CCC.Br[C:7]1[CH:11]=[CH:10][S:9][CH:8]=1.[S:12]1[CH:16]=[CH:15][C:14]([CH:17]=[O:18])=[CH:13]1.[Cl-].[NH4+]>C1COCC1>[S:9]1[CH:10]=[CH:11][C:7]([CH:17]([C:14]2[CH:15]=[CH:16][S:12][CH:13]=2)[OH:18])=[CH:8]1 |f:3.4|. Procedure details: To 100 mL of THF cooled to -78° C. under nitrogen was added 2.5M n-butyllithium (36 mL), and 14.67 g (0.09 mol) of 3-bromothiophene was added and the resulting mixture was stirred for 30 min. To the above mixture was added 3-thiophenecarboxaldehyde (10 g, 0.089 mol) in 10 mL of THF and the mixture was stirred, allowing it to reach room temperature. Saturated ammonium chloride solution was added to the reaction mixture, the aqueous layer was extracted with ether, and the combined organic layer wa... Starting materials: BrC1=CC=CC(=N1)C=O (6-bromopicolinaldehyde), C(CCC)OC1=C(C=C(C=C1)B(O)O)Cl (4-butoxy-3-chlorophenylboronic acid), C([O-])([O-])=O.[Cs+].[Cs+] (cesium carbonate). Solvent: O1CCOCC1 (dioxane). Conditions: temperature 80 celsius. Yields the product C(CCC)OC1=C(C=C(C=C1)C1=CC=CC(=N1)C=O)Cl (6-(4-butoxy-3-chlorophenyl)picolinaldehyde). The yield is 82.0%. RXN SMILES: Br[C:2]1[N:7]=[C:6]([CH:8]=[O:9])[CH:5]=[CH:4][CH:3]=1.[CH2:10]([O:14][C:15]1[CH:20]=[CH:19][C:18](B(O)O)=[CH:17][C:16]=1[Cl:24])[CH2:11][CH2:12][CH3:13].C(=O)([O-])[O-].[Cs+].[Cs+]>O1CCOCC1>[CH2:10]([O:14][C:15]1[CH:20]=[CH:19][C:18]([C:2]2[N:7]=[C:6]([CH:8]=[O:9])[CH:5]=[CH:4][CH:3]=2)=[CH:17][C:16]=1[Cl:24])[CH2:11][CH2:12][CH3:13] |f:2.3.4|. Procedure: To a solution of 6-bromopicolinaldehyde (4.07 g, 21.88 mmol) in dioxane (40 mL) at ambient temperature was added 4-butoxy-3-chlorophenylboronic acid (5.00 g, 21.9 mmol), 2M cesium carbonate (22.0 mL, 43.8 mmol) and 1,1′-bis(diphenylphosphino)ferrocene-palladium(II)dichloride dichloromethane complex (0.357 g, 0.438 mmol). The mixture was degassed (3× vacuum/purge N2) then heated at 80° C. overnight. The mixture was cooled to room temperature then partioned between water and CH2Cl2. The organic ph... The reactants are BrCCOC1=C(C=C(C=C1)[N+](=O)[O-])OC (1-(2-bromoethoxy)-2-methoxy-4-nitrobenzene), C1(CC1)CNCCC (cyclopropylmethylpropylamine). The solvent is ClCCl.CO (dichloromethane methanol). Product: C1(CC1)CN(CCC)CCOC1=C(C=C(C=C1)[N+](=O)[O-])OC (cyclopropylmethyl-[2-(2-methoxy-4-nitrophenoxy)ethyl]propylamine). Reaction SMILES: Br[CH2:2][CH2:3][O:4][C:5]1[CH:10]=[CH:9][C:8]([N+:11]([O-:13])=[O:12])=[CH:7][C:6]=1[O:14][CH3:15].[CH:16]1([CH2:19][NH:20][CH2:21][CH2:22][CH3:23])[CH2:18][CH2:17]1>ClCCl.CO>[CH:16]1([CH2:19][N:20]([CH2:2][CH2:3][O:4][C:5]2[CH:10]=[CH:9][C:8]([N+:11]([O-:13])=[O:12])=[CH:7][C:6]=2[O:14][CH3:15])[CH2:21][CH2:22][CH3:23])[CH2:18][CH2:17]1 |f:2.3|. Procedure: Prepared analogously to Example 1.1.c. from 1 g (3.62 mmol) of 1-(2-bromoethoxy)-2-methoxy-4-nitrobenzene and 1.51 mL (10.57 mmol) of cyclopropylmethylpropylamine. Yield: 0.95 g (85% of theory); C16H24N2O4 (M=308.37); calc.: molecular ion peak (M+H)+: 309; found: molecular ion peak (M+H)+: 309; Rf value: 0.4 (silica gel, dichloromethane/methanol (9:1)). The reactants are C(C1=CC=CC=C1)ONC(CCCCCCCBr)=O (8-bromo-octanoic acid benzyloxy-amide), Cl.COC=1C=C2CCNCC2=CC1OC (6,7-dimethoxy-1,2,3,4-tetrahydroisoquinoline hydrochloride), C([O-])([O-])=O.[K+].[K+] (potassium carbonate). Run in CN(C)C=O (DMF). Product: C(C1=CC=CC=C1)ONC(CCCCCCCN1CC2=CC(=C(C=C2CC1)OC)OC)=O (8-(6,7-dimethoxy-3,4-dihydro-1H-isoquinolin-2-yl)-octanoic acid benzyloxyamide). Reaction SMILES: [CH2:1]([O:8][NH:9][C:10](=[O:19])[CH2:11][CH2:12][CH2:13][CH2:14][CH2:15][CH2:16][CH2:17]Br)[C:2]1[CH:7]=[CH:6][CH:5]=[CH:4][CH:3]=1.Cl.[CH3:21][O:22][C:23]1[CH:24]=[C:25]2[C:30](=[CH:31][C:32]=1[O:33][CH3:34])[CH2:29][NH:28][CH2:27][CH2:26]2.C(=O)([O-])[O-].[K+].[K+]>CN(C=O)C>[CH2:1]([O:8][NH:9][C:10](=[O:19])[CH2:11][CH2:12][CH2:13][CH2:14][CH2:15][CH2:16][CH2:17][N:28]1[CH2:27][CH2:26][C:25]2[C:30](=[CH:31][C:32]([O:33][CH3:34])=[C:23]([O:22][CH3:21])[CH:24]=2)[CH2:29]1)[C:2]1[CH:7]=[CH:6][CH:5]=[CH:4][CH:3]=1 |f:1.2,3.4.5|. Reported procedure: In a manner analogous to that of example 1(b), 8-bromo-octanoic acid benzyloxy-amide (example 1(a); 0.3 g, 1.3 mmol) was reacted with 6,7-dimethoxy-1,2,3,4-tetrahydroisoquinoline hydrochloride (0.43 g, 1.3 mmol) in the presence of potassium carbonate (0.18 g, 1.4 mmol) and DMF as solvent to give 8-(6,7-dimethoxy-3,4-dihydro-1H-isoquinolin-2-yl)-octanoic acid benzyloxyamide as an almost colorless wax (yield 0.28 g, 49%; purified by column chromatography using silica gel and ethyl acetate: methano... Starting materials: C1(=CC=CC=C1)C(CO)OCCC (2-phenyl-2-propoxyethanol), C(CCC)OC(CO)C1=CC=CC=C1 (2-butoxy-2-phenylethanol), C1(=CC=CC=C1)C (toluene). Solvent: C1CCCCC1 (cyclohexane). Yields the product C(CCC)OC(C=O)C1=CC=CC=C1 (2-butoxy-2-phenylethanal). The yield is 68.0%. Reaction SMILES: C1(C(OCCC)CO)C=CC=CC=1.[CH2:14]([O:18][CH:19]([C:22]1[CH:27]=[CH:26][CH:25]=[CH:24][CH:23]=1)[CH2:20][OH:21])[CH2:15][CH2:16][CH3:17].C1(C)C=CC=CC=1>C1CCCCC1>[CH2:14]([O:18][CH:19]([C:22]1[CH:27]=[CH:26][CH:25]=[CH:24][CH:23]=1)[CH:20]=[O:21])[CH2:15][CH2:16][CH3:17]. Procedure details: The procedure in Example 3 was repeated except that 180.25 g of 2-phenyl-2-propoxyethanol was replaced with 194 g of 2-butoxy-2-phenylethanol and 540 g of toluene was replaced with 580 g of cyclohexane, to obtain 130.5 g of 2-butoxy-2-phenylethanal (yield: 68%). The reactants are CC1=CC=CC=2[C@@H]3[C@H](C(NC12)=O)CN(C3)C(=O)OC(C)(C)C ((±)-cis tert-butyl 6-methyl-4-oxo-3,3a,4,5-tetrahydro-1H-pyrrolo[3,4-c]quinoline-2(9bH)-carboxylate), [H-].[Na+] (sodium hydride), IC (iodomethane). Run in CN(C)C=O (DMF), C1CCOC1 (THF), [Cl-].[Na+].O (brine). Run at time 1 hour. Yields the product CN1C([C@H]2[C@@H](C=3C=CC=C(C13)C)CN(C2)C(=O)OC(C)(C)C)=O ((±)-cis tert-butyl 5,6-dimethyl-4-oxo-3,3a,4,5-tetrahydro-1H-pyrrolo[3,4-c]quinoline-2(9bH)-carboxylate). Isolated yield 89.5%. RXN SMILES: [CH3:1][C:2]1[C:11]2[NH:10][C:9](=[O:12])[C@@H:8]3[CH2:13][N:14]([C:16]([O:18][C:19]([CH3:22])([CH3:21])[CH3:20])=[O:17])[CH2:15][C@@H:7]3[C:6]=2[CH:5]=[CH:4][CH:3]=1.[H-].[Na+].I[CH3:26]>CN(C=O)C.C1COCC1.[Cl-].[Na+].O>[CH3:26][N:10]1[C:11]2[C:2]([CH3:1])=[CH:3][CH:4]=[CH:5][C:6]=2[C@H:7]2[CH2:15][N:14]([C:16]([O:18][C:19]([CH3:22])([CH3:21])[CH3:20])=[O:17])[CH2:13][C@H:8]2[C:9]1=[O:12] |f:1.2,6.7.8|. Reported procedure: To a solution of (±)-cis tert-butyl 6-methyl-4-oxo-3,3a,4,5-tetrahydro-1H-pyrrolo[3,4-c]quinoline-2(9bH)-carboxylate (0.5 g, 1.66 mmol) in 10 mL of DMF and 5 mL of THF was added sodium hydride (0.2 g, 60% dispersion in mineral oil, 5.0 mmol). The mixture was allowed to stir at ambient temperature for 1 h and then there was added iodomethane (0.25 mL, 4.0 mmol). The reaction was allowed to stir at ambient temperature for 18 h. The reaction mixture was poured into brine and extracted with ethyl ac...